From a dataset of the Open Reaction Database (ORD), a public repository of structured organic reaction records. describe an organic reaction: reactants, conditions, products, and yield The reactants are CCCC(CCC)C(=O)NC(C(=O)NC1CCOC1OC(C)=O)C(C)C, CO, Cl. Yields the product CCCC(CCC)C(=O)NC(C(=O)NC1CCOC1OC)C(C)C. RXN SMILES: [C:1](=[O:2])([CH3:3])[O:4][CH:5]1[O:6][CH2:7][CH2:8][CH:9]1[NH:10][C:11]([CH:12]([NH:13][C:14]([CH:15]([CH2:16][CH2:17][CH3:18])[CH2:19][CH2:20][CH3:21])=[O:22])[CH:23]([CH3:24])[CH3:25])=[O:26].[CH3:28][OH:29].[ClH:27]>>[CH3:1][O:4][CH:5]1[O:6][CH2:7][CH2:8][CH:9]1[NH:10][C:11]([CH:12]([NH:13][C:14]([CH:15]([CH2:16][CH2:17][CH3:18])[CH2:19][CH2:20][CH3:21])=[O:22])[CH:23]([CH3:24])[CH3:25])=[O:26]. Procedure: The product from step (vi) (200 mg) and the product from step (v) (177 mg) were combined in butan-1-ol (5 mL) and reacted in a CEM Microwave, at 120° C. for 1 h. The solvents were evaporated, and the crude product was purified by chromatography, eluting with 5% MeOH in EtOAc to afford the subtitle compound 170 mg. Reaction SMILES: [NH2:1][C:2]1[N:7]=[C:6](Cl)[C:5]([C:9]#[C:10][CH2:11][NH:12][C:13](=[O:19])[O:14][C:15]([CH3:18])([CH3:17])[CH3:16])=[C:4]([CH3:20])[N:3]=1.[NH2:21][C@@H:22]([CH2:26][CH2:27][CH2:28][CH3:29])[CH2:23][CH2:24][OH:25]>C(O)CCC>[NH2:1][C:2]1[N:7]=[C:6]([NH:21][C@@H:22]([CH2:26][CH2:27][CH2:28][CH3:29])[CH2:23][CH2:24][OH:25])[C:5]([C:9]#[C:10][CH2:11][NH:12][C:13](=[O:19])[O:14][C:15]([CH3:18])([CH3:17])[CH3:16])=[C:4]([CH3:20])[N:3]=1. Run in C(CCC)O (butan-1-ol). Starting materials: NC1=NC(=C(C(=N1)Cl)C#CCNC(OC(C)(C)C)=O)C (tert-Butyl 3-(2-amino-4-chloro-6-methylpyrimidin-5-yl)prop-2-ynylcarbamate), N[C@H](CCO)CCCC ((S)-3-Aminoheptan-1-ol). Yield: 64.4%. The product is NC1=NC(=C(C(=N1)N[C@H](CCO)CCCC)C#CCNC(OC(C)(C)C)=O)C ((S)-tert-Butyl 3-(2-amino-4-(1-hydroxyheptan-3-ylamino)-6-methylpyrimidin-5-yl)prop-2-ynylcarbamate). Starting materials: SC=1SC2=C(N1)C=CC=C2 (2-Mercaptobenzothiazole), [H][H] (hydrogen), C1(=CC=CC=C1)CC(=O)NC1[C@@H]2N(C(=C(CS2)OS(=O)(=O)C(F)(F)F)C(=O)OC(C2=CC=CC=C2)C2=CC=CC=C2)C1=O (diphenylmethyl 7- phenylacetamido-3-trifluoromethanesulfonyloxy-3-cephem-4-carboxylate), [H-].[Na+] (sodium hydride), Cl (hydrochloric acid). Solvent: ClCCl (dichloromethane), ClCCl (dichloromethane). Conditions: temperature -30 celsius, time 16 hour. Yields the product C1(=CC=CC=C1)CC(=O)NC1[C@@H]2N(C(=C(CS2)SC=2SC3=C(N2)C=CC=C3)C(=O)OC(C3=CC=CC=C3)C3=CC=CC=C3)C1=O (Diphenylmethyl 7-phenylacetamido-3-[(benzothiazol-2-yl)thio]-3-cephem-4-carboxylate), crude product. RXN SMILES: [SH:1][C:2]1[S:3][C:4]2[CH:10]=[CH:9][CH:8]=[CH:7][C:5]=2[N:6]=1.[H-].[Na+].[H][H].[C:15]1([CH2:21][C:22]([NH:24][CH:25]2[C:56](=[O:57])[N:27]3[C:28]([C:40]([O:42][CH:43]([C:50]4[CH:55]=[CH:54][CH:53]=[CH:52][CH:51]=4)[C:44]4[CH:49]=[CH:48][CH:47]=[CH:46][CH:45]=4)=[O:41])=[C:29](OS(C(F)(F)F)(=O)=O)[CH2:30][S:31][C@H:26]23)=[O:23])[CH:20]=[CH:19][CH:18]=[CH:17][CH:16]=1.Cl>ClCCl>[C:15]1([CH2:21][C:22]([NH:24][CH:25]2[C:56](=[O:57])[N:27]3[C:28]([C:40]([O:42][CH:43]([C:44]4[CH:45]=[CH:46][CH:47]=[CH:48][CH:49]=4)[C:50]4[CH:51]=[CH:52][CH:53]=[CH:54][CH:55]=4)=[O:41])=[C:29]([S:1][C:2]4[S:3][C:4]5[CH:10]=[CH:9][CH:8]=[CH:7][C:5]=5[N:6]=4)[CH2:30][S:31][C@H:26]23)=[O:23])[CH:20]=[CH:19][CH:18]=[CH:17][CH:16]=1 |f:1.2|. Reported procedure: 2-Mercaptobenzothiazole (0.59 g, 0.00353 mole) was dissolved in dry dichloromethane (5 mL), and the resulting mixture was treated at 0° C. with sodium hydride (0.141 g of a 1:1 mineral oil dispersion, 0.00294 mole). Evolution of hydrogen was complete in 15 min, and, after cooling to -30° C., the mixture was treated with a solution of diphenylmethyl 7- phenylacetamido-3-trifluoromethanesulfonyloxy-3-cephem-4-carboxylate (IVa, 1.858 g, 0.00294 mole) in dichloromethane (25 mL) over a 1-2 min period... The reactants are CCCCCCCCCCCCCCCC(=O)Cl, CSc1ccc2c(c1)C(N1CCN(CCCO)CC1)Cc1ccccc1S2, ClC(Cl)Cl, [NH4+], [OH-], O, c1ccccc1. The product is CCCCCCCCCCCCCCCC(=O)OCCCN1CCN(C2Cc3ccccc3Sc3ccc(SC)cc32)CC1. RXN SMILES: [C:28]([CH2:29][CH2:30][CH2:31][CH2:32][CH2:33][CH2:34][CH2:35][CH2:36][CH2:37][CH2:38][CH2:39][CH2:40][CH2:41][CH2:42][CH3:43])(=[O:44])[Cl:45].[CH3:1][S:2][c:3]1[cH:4][cH:5][c:6]2[c:7]([cH:27]1)[CH:8]([N:17]1[CH2:18][CH2:19][N:20]([CH2:23][CH2:24][CH2:25][OH:26])[CH2:21][CH2:22]1)[CH2:9][c:10]1[c:11]([cH:13][cH:14][cH:15][cH:16]1)[S:12]2.[CH:49]([Cl:50])([Cl:51])[Cl:52].[NH4+:47].[OH-:48].[OH2:46].[cH:53]1[cH:54][cH:55][cH:56][cH:57][cH:58]1>>[CH3:1][S:2][c:3]1[cH:4][cH:5][c:6]2[c:7]([cH:27]1)[CH:8]([N:17]1[CH2:18][CH2:19][N:20]([CH2:23][CH2:24][CH2:25][O:26][C:28]([CH2:29][CH2:30][CH2:31][CH2:32][CH2:33][CH2:34][CH2:35][CH2:36][CH2:37][CH2:38][CH2:39][CH2:40][CH2:41][CH2:42][CH3:43])=[O:44])[CH2:21][CH2:22]1)[CH2:9][c:10]1[c:11]([cH:13][cH:14][cH:15][cH:16]1)[S:12]2. Starting materials: Cc1cc(Br)cnc1Cl, CC(C)(C)OC(=O)N1CC2CNCC2C1. Product: Cc1cc(N2CC3CN(C(=O)OC(C)(C)C)CC3C2)cnc1Cl. RXN SMILES: [Br:16][c:17]1[cH:18][c:19]([CH3:24])[c:20]([Cl:23])[n:21][cH:22]1.[CH2:1]1[N:2]([C:9](=[O:10])[O:11][C:12]([CH3:13])([CH3:14])[CH3:15])[CH2:3][CH:4]2[CH:5]1[CH2:6][NH:7][CH2:8]2>>[CH2:1]1[N:2]([C:9](=[O:10])[O:11][C:12]([CH3:13])([CH3:14])[CH3:15])[CH2:3][CH:4]2[CH:5]1[CH2:6][N:7]([c:17]1[cH:18][c:19]([CH3:24])[c:20]([Cl:23])[n:21][cH:22]1)[CH2:8]2. Starting materials: O (Water), NC=1C=C(CO)C=CC1 (3-aminobenzyl alcohol), ClC(=O)OCCCCl (3-chloropropyl chloroformate), C([O-])([O-])=O.[Na+].[Na+] (sodium carbonate). The solvent is CC(=O)C (acetone). Run at time 18 hour. The product is OCC=1C=C(C=CC1)NC(OCCCCl)=O (3-chloropropyl (3-hydroxymethylphenyl)carbamate). Reaction SMILES: [NH2:1][C:2]1[CH:3]=[C:4]([CH:7]=[CH:8][CH:9]=1)[CH2:5][OH:6].C(=O)([O-])[O-].[Na+].[Na+].Cl[C:17]([O:19][CH2:20][CH2:21][CH2:22][Cl:23])=[O:18].O>CC(C)=O>[OH:6][CH2:5][C:4]1[CH:3]=[C:2]([NH:1][C:17](=[O:18])[O:19][CH2:20][CH2:21][CH2:22][Cl:23])[CH:9]=[CH:8][CH:7]=1 |f:1.2.3|. Procedure: 3.7 g (30 mmol) of 3-aminobenzyl alcohol are dissolved in 50 ml of acetone, and 3.2 g (30 mmol) of sodium carbonate are added. 5.7 g (36 mmol) of 3-chloropropyl chloroformate are metered into this suspension at 25° C. The reaction mixture is stirred at room temperature for a further 18 h. Water is added to the reaction mixture for hydrolysis, and the solid is subsequently filtered off. The solution is concentrated by distillation, during which the product deposits as an oil. The product phase is... Reactants: C1(=CC=CC=C1)N1N=C(C2=C1C1=C[N+](=CC=C1S(C2)(=O)=O)[O-])C(=O)OCC (ethyl 1-phenyl-1,4-dihydropyrazolo[3′,4′:4,5]thiopyrano[3,2-c]pyridine-3-carboxylate 5,5,8-trioxide). The reagents and catalysts are [Fe] (iron). The solvent is C(C)(=O)O (acetic acid). Conditions: temperature 85 celsius. Yields the product C1(=CC=CC=C1)N1N=C(C2=C1C1=CN=CC=C1S(C2)(=O)=O)C(=O)OCC (Ethyl 1-phenyl-1,4-dihydropyrazolo[3′,4′:4,5]thiopyrano[3,2-c]pyridine-3-carboxylate 5,5-dioxide). The yield is 83.6%. RXN SMILES: [C:1]1([N:7]2[C:11]3[C:12]4[C:17]([S:18](=[O:21])(=[O:20])[CH2:19][C:10]=3[C:9]([C:23]([O:25][CH2:26][CH3:27])=[O:24])=[N:8]2)=[CH:16][CH:15]=[N+:14]([O-])[CH:13]=4)[CH:6]=[CH:5][CH:4]=[CH:3][CH:2]=1>C(O)(=O)C.[Fe]>[C:1]1([N:7]2[C:11]3[C:12]4[C:17]([S:18](=[O:20])(=[O:21])[CH2:19][C:10]=3[C:9]([C:23]([O:25][CH2:26][CH3:27])=[O:24])=[N:8]2)=[CH:16][CH:15]=[N:14][CH:13]=4)[CH:2]=[CH:3][CH:4]=[CH:5][CH:6]=1. Procedure details: To a solution of ethyl 1-phenyl-1,4-dihydropyrazolo[3′,4′:4,5]thiopyrano[3,2-c]pyridine-3-carboxylate 5,5,8-trioxide (0.1 g, 0.259 mmol) in glacial acetic acid is added iron powder (58 mg, 1.038 mmol) under nitrogen and the reaction mass is heated to 85° C. for 1 h. The reaction mass is concentrated completely under reduced pressure and is partitioned between water and ethylacetate. The organic layer is separated, dried using sodium sulphate and is concentrated under reduced pressure to afford 8...